From a dataset of the Open Reaction Database (ORD), a public repository of structured organic reaction records. describe an organic reaction: reactants, conditions, products, and yield Reactants: NC1=CC(=NN1C1=C(C=C(C=C1F)C(F)(F)F)Cl)C#N (5-amino-1-(2-chloro-6-fluoro-4-(trifluoromethyl)phenyl)-1H-pyrazole-3-carbonitrile), S(=O)(=O)(O)C1=CC=C(C)C=C1.CNC (dimethylamine tosylate), C(F)(F)(F)S(=O)Cl (CF3SOCl). The solvent is C1(=CC=CC=C1)C (toluene). Conditions: temperature 40 celsius, time 16 hour. Product: NC1=C(C(=NN1C1=C(C=C(C=C1F)C(F)(F)F)Cl)C#N)S(=O)C(F)(F)F (5-amino-1-(2-chloro-6-fluoro-4-(trifluoromethyl)phenyl)-4-(trifluoromethylsulfinyl)-1H-pyrazole-3-carbonitrile). Yield: 64.6%. RXN SMILES: [NH2:1][C:2]1[N:6]([C:7]2[C:12]([F:13])=[CH:11][C:10]([C:14]([F:17])([F:16])[F:15])=[CH:9][C:8]=2[Cl:18])[N:5]=[C:4]([C:19]#[N:20])[CH:3]=1.S(C1C=CC(C)=CC=1)(O)(=O)=O.CNC.[C:35]([S:39](Cl)=[O:40])([F:38])([F:37])[F:36]>C1(C)C=CC=CC=1>[NH2:1][C:2]1[N:6]([C:7]2[C:12]([F:13])=[CH:11][C:10]([C:14]([F:16])([F:15])[F:17])=[CH:9][C:8]=2[Cl:18])[N:5]=[C:4]([C:19]#[N:20])[C:3]=1[S:39]([C:35]([F:38])([F:37])[F:36])=[O:40] |f:1.2|. Procedure details: To a solution of 5-amino-1-(2-chloro-6-fluoro-4-(trifluoromethyl)phenyl)-1H-pyrazole-3-carbonitrile (140 g, 459.6 mmol, 1.00 eq.) and dimethylamine tosylate (151.8 g, 698.6 mmol, 1.52 eq.) in toluene (840 mL) was added CF3SOCl (89.7 g, 588.3 mmol, 1.28 eq.). After the mixture was stirred at 40° C. for 16 h, nitrogen was bubbled through the solution and the solution was cooled to rt. Then the mixture was poured into 2 L ice/water and stirred at 0° C. for 1 h. The precipitated solid was isolated b...